Dataset: the Open Reaction Database (ORD), a public repository of structured organic reaction records. Task: describe an organic reaction: reactants, conditions, products, and yield The reactants are C(CCC)[Li] (n-butyl lithium), FC(C(C(F)(F)F)=N[Si](C)(C)C)(F)F ([1,1-di(trifluoromethyl)methyleneamino]-trimethylsilane), C([O-])(O)=O.[Na+] (sodium bicarbonate), CC(C)C=1N=CN(C1C1=CC=C(C=C1)SC)C(C)OCC (4-(1-methylethyl)-5-(4-methylthiophenyl)-1-(α-ethoxyethyl)imidazole), CN(CCN(C)C)C (tetramethylethylenediamine). Solvent: CCCCCC (hexane), O1CCCC1 (tetrahydrofuran). Run at temperature -78 celsius, time 20 minute. The product is CC(C)C=1N=C(NC1C1=CC=C(C=C1)SC)C(N)(C(F)(F)F)C(F)(F)F (4-(1-Methylethyl)-5-(4-methylthiophenyl)-α,α-bis(trifluoromethyl)-1H-imidazole-2-methanamine). The yield is 16.8%. As a reaction SMILES: [CH3:1][CH:2]([C:4]1[N:5]=[CH:6][N:7](C(OCC)C)[C:8]=1[C:9]1[CH:14]=[CH:13][C:12]([S:15][CH3:16])=[CH:11][CH:10]=1)[CH3:3].CN(C)CCN(C)C.C([Li])CCC.[F:35][C:36]([F:48])([F:47])[C:37](=[N:42][Si](C)(C)C)[C:38]([F:41])([F:40])[F:39].C(=O)(O)[O-].[Na+]>O1CCCC1.CCCCCC>[CH3:3][CH:2]([C:4]1[N:5]=[C:6]([C:37]([C:38]([F:41])([F:40])[F:39])([C:36]([F:48])([F:47])[F:35])[NH2:42])[NH:7][C:8]=1[C:9]1[CH:10]=[CH:11][C:12]([S:15][CH3:16])=[CH:13][CH:14]=1)[CH3:1] |f:4.5|. Reported procedure: To a stirred solution of 4-(1-methylethyl)-5-(4-methylthiophenyl)-1-(α-ethoxyethyl)imidazole (12.0 g, 0.04 mole) in 150 ml of dry tetrahydrofuran was added 6.85 ml of tetramethylethylenediamine (0.045 moles). The reaction was cooled to -78° C. and 39.47 ml of 1.6M n-butyl lithium in hexane was added dropwise. After stirring the mixture for 20 minutes, 15.45 g of [1,1-di(trifluoromethyl)methyleneamino]-trimethylsilane was added dropwise. The reaction mixture was stirred an additional hour, warmed... Starting materials: BrC=1C(=C(N2C=CC=CC12)C(=O)C=1C=C2C(N(C(NC2=CC1)=O)CC(=O)OC)=O)C (Methyl {6-[(1-bromo-2-methylindolizin-3-yl)carbonyl]-2,4-dioxo-1,4-dihydroquinazolin-3(2H)-yl}acetate), C(C)(C)(C)OC(COC1=CC=C(C=C1)B1OC(C(O1)(C)C)(C)C)=O (tert-butyl[4-(4,4,5,5-tetramethyl-1,3,2-dioxaborolan-2yl)phenoxy]acetate), molar solution, P(=O)([O-])([O-])[O-].[K+].[K+].[K+] (potassium phosphate). The reagents and catalysts are C1=CC=C(C=C1)P([C-]2C=CC=C2)C3=CC=CC=C3.C1=CC=C(C=C1)P([C-]2C=CC=C2)C3=CC=CC=C3.Cl[Pd]Cl.[Fe+2] (PdCl2(dppf)). Solvent: COCCOC (1,2-dimethoxyethane). Product: COC(CN1C(NC2=CC=C(C=C2C1=O)C(=O)C1=C(C(=C2C=CC=CN12)C1=CC=C(C=C1)OCC(=O)OC(C)(C)C)C)=O)=O (methyl[6-({1-[4-(2-tert-butoxy-2-oxoethoxy)phenyl]-2-methylindolizin-3-yl}carbonyl)-2,4-dioxo-1,4-dihydroquinazolin-3(2H)-yl]acetate). Isolated yield 42.5%. As a reaction SMILES: Br[C:2]1[C:3]([CH3:30])=[C:4]([C:11]([C:13]2[CH:14]=[C:15]3[C:20](=[CH:21][CH:22]=2)[NH:19][C:18](=[O:23])[N:17]([CH2:24][C:25]([O:27][CH3:28])=[O:26])[C:16]3=[O:29])=[O:12])[N:5]2[C:10]=1[CH:9]=[CH:8][CH:7]=[CH:6]2.[C:31]([O:35][C:36](=[O:54])[CH2:37][O:38][C:39]1[CH:44]=[CH:43][C:42](B2OC(C)(C)C(C)(C)O2)=[CH:41][CH:40]=1)([CH3:34])([CH3:33])[CH3:32].P([O-])([O-])([O-])=O.[K+].[K+].[K+]>C1C=CC(P(C2C=CC=CC=2)[C-]2C=CC=C2)=CC=1.C1C=CC(P(C2C=CC=CC=2)[C-]2C=CC=C2)=CC=1.Cl[Pd]Cl.[Fe+2].COCCOC>[CH3:28][O:27][C:25](=[O:26])[CH2:24][N:17]1[C:16](=[O:29])[C:15]2[C:20](=[CH:21][CH:22]=[C:13]([C:11]([C:4]3[N:5]4[C:10]([CH:9]=[CH:8][CH:7]=[CH:6]4)=[C:2]([C:42]4[CH:41]=[CH:40][C:39]([O:38][CH2:37][C:36]([O:35][C:31]([CH3:34])([CH3:33])[CH3:32])=[O:54])=[CH:44][CH:43]=4)[C:3]=3[CH3:30])=[O:12])[CH:14]=2)[NH:19][C:18]1=[O:23] |f:2.3.4.5,6.7.8.9|. Procedure: Methyl {6-[(1-bromo-2-methylindolizin-3-yl)carbonyl]-2,4-dioxo-1,4-dihydroquinazolin-3(2H)-yl}acetate [described in Step 1.5.] (0.85 g; 1.81 mmol), tert-butyl[4-(4,4,5,5-tetramethyl-1,3,2-dioxaborolan-2yl)phenoxy]acetate [CAS 769968-17-4; D. Fan et al, Journal of Organic Chemistry, 2007, 72(14), 5350-5357] (0.91 g; 2.71 mmol), 5.4 mL of a molar solution of potassium phosphate, 17 mL of 1,2-dimethoxyethane and the catalyst PdCl2(dppf) (198 mg; 0.27 mmol) are successively introduced into a reactor... Reactants: O=C(O)c1cc(Br)cc(Br)c1, CCOC(C)=O, CCOCC, Cl, [Li]C. Product: CC(=O)c1cc(Br)cc(Br)c1. Reaction SMILES: [Br:1][c:2]1[cH:3][c:4]([C:5](=[O:6])[OH:7])[cH:8][c:9]([Br:11])[cH:10]1.[CH3:14][CH2:15][O:16][C:17]([CH3:18])=[O:19].[CH3:21][CH2:22][O:23][CH2:24][CH3:25].[ClH:20].[Li:12][CH3:13]>>[Br:1][c:2]1[cH:3][c:4]([C:5](=[O:7])[CH3:14])[cH:8][c:9]([Br:11])[cH:10]1.